From a dataset of the Open Reaction Database (ORD), a public repository of structured organic reaction records. describe an organic reaction: reactants, conditions, products, and yield Reactants: C=CC(=O)OCC1CO1, CCCCCCCCS. Product: CCCCCCCCSCCC(=O)OCC1CO1. Reaction SMILES: [C:10]([CH:11]=[CH2:12])(=[O:13])[O:14][CH2:15][CH:16]1[CH2:17][O:18]1.[CH2:1]([CH2:2][CH2:3][CH2:4][CH2:5][CH2:6][CH2:7][CH3:8])[SH:9]>>[CH2:1]([CH2:2][CH2:3][CH2:4][CH2:5][CH2:6][CH2:7][CH3:8])[S:9][CH2:12][CH2:11][C:10](=[O:13])[O:14][CH2:15][CH:16]1[CH2:17][O:18]1. The reactants are CC(CC1=CC=CC=C1)(C)NC(CC)=O (N-(1,1-dimethyl-2-phenyl-ethyl)-propionamide), [N+](=O)([O-])[O-].[K+] (KNO3), ice water. Run in OS(=O)(=O)O (H2SO4). The product is CC(CC1=CC=C(C=C1)[N+](=O)[O-])(C)NC(CC)=O (N-[1,1-Dimethyl-2-(4-nitro-phenyl)-ethyl]-propionamide). Yield: 55.0%. RXN SMILES: [CH3:1][C:2]([NH:11][C:12](=[O:15])[CH2:13][CH3:14])([CH3:10])[CH2:3][C:4]1[CH:9]=[CH:8][CH:7]=[CH:6][CH:5]=1.[N+:16]([O-])([O-:18])=[O:17].[K+]>OS(O)(=O)=O>[CH3:10][C:2]([NH:11][C:12](=[O:15])[CH2:13][CH3:14])([CH3:1])[CH2:3][C:4]1[CH:5]=[CH:6][C:7]([N+:16]([O-:18])=[O:17])=[CH:8][CH:9]=1 |f:1.2|. Procedure details: To H2SO4(20 ml) at 0-10° C. N-(1,1-dimethyl-2-phenyl-ethyl)-propionamide was slowly added. The mixture was stirred until a clear solution was obtained. Then KNO3 (750 mg, 7.42 mmol) was added in portions at 0-5° C. The mixture was stirred at room temperature for 16 h after which it was poured into ice water. The aqueous layer was extracted three times with ethyl acetate. The combined organic layers were washed with NaOH, water and brine, dried over MgSO4, filtered, and the solvent evaporated und... Reactants: C(C)(C)(C)OC(NC=1C(=NOC1C1=CC=C(C=C1)Br)CC)=O ([5-(4-bromo-phenyl)-3-ethyl-isoxazol-4-yl]-carbamic acid tert-butyl ester), C(C)OC(=O)C1(CC1)C1=CC=C(C=C1)B1OC(C(O1)(C)C)(C)C (1-[4-(4,4,5,5-tetramethyl-[1,3,2]dioxaborolan-2-yl)-phenyl]-cyclopropanecarboxylic acid ethyl ester). As a reaction SMILES: [C:1]([O:5][C:6](=[O:22])[NH:7][C:8]1[C:9]([CH2:20][CH3:21])=[N:10][O:11][C:12]=1[C:13]1[CH:18]=[CH:17][C:16](Br)=[CH:15][CH:14]=1)([CH3:4])([CH3:3])[CH3:2].[CH2:23]([O:25][C:26]([C:28]1([C:31]2[CH:36]=[CH:35][C:34](B3OC(C)(C)C(C)(C)O3)=[CH:33][CH:32]=2)[CH2:30][CH2:29]1)=[O:27])[CH3:24]>>[CH2:23]([O:25][C:26]([C:28]1([C:31]2[CH:36]=[CH:35][C:34]([C:16]3[CH:17]=[CH:18][C:13]([C:12]4[O:11][N:10]=[C:9]([CH2:20][CH3:21])[C:8]=4[NH:7][C:6]([O:5][C:1]([CH3:4])([CH3:3])[CH3:2])=[O:22])=[CH:14][CH:15]=3)=[CH:33][CH:32]=2)[CH2:29][CH2:30]1)=[O:27])[CH3:24]. Reported procedure: Prepared according to the procedure described in Example 42, Step 2, using [5-(4-bromo-phenyl)-3-ethyl-isoxazol-4-yl]-carbamic acid tert-butyl ester and 1-[4-(4,4,5,5-tetramethyl-[1,3,2]dioxaborolan-2-yl)-phenyl]-cyclopropanecarboxylic acid ethyl ester. Yields the product C(C)OC(=O)C1(CC1)C1=CC=C(C=C1)C1=CC=C(C=C1)C1=C(C(=NO1)CC)NC(=O)OC(C)(C)C (1-[4′-(4-tert-Butoxycarbonylamino-3-ethyl-isoxazol-5-yl)-biphenyl-4-yl]-cyclopropanecarboxylic acid ethyl ester). Reactants: CCN(CC)C(=O)Cl, C1CCOC1, [H-], [Na+], O, O=[N+]([O-])c1cccc(O)c1. The product is CCN(CC)C(=O)Oc1cccc([N+](=O)[O-])c1. As a reaction SMILES: [CH2:13]([CH3:14])[N:15]([C:16](=[O:17])[Cl:18])[CH2:19][CH3:20].[CH2:22]1[O:23][CH2:24][CH2:25][CH2:26]1.[H-:1].[Na+:2].[OH2:21].[OH:3][c:4]1[cH:5][cH:6][cH:7][c:8]([N+:10]([O-:11])=[O:12])[cH:9]1>>[O:3]([c:4]1[cH:5][cH:6][cH:7][c:8]([N+:10]([O-:11])=[O:12])[cH:9]1)[C:16]([N:15]([CH2:13][CH3:14])[CH2:19][CH3:20])=[O:17]. The reactants are C([O-])(O)=O.[Na+] (sodium bicarbonate), [N+](=O)([O-])C=1C(=NC=CC1)N1CCNCC1 (1-(3-Nitro-2-pyridinyl)piperazine), C(C1=CC=CC=C1)OC(=O)Cl (benzylchloroformate), N1=CC=CC=C1 (pyridine). The solvent is C(Cl)Cl (methylene chloride). Run at time 1.5 hour. Product: C(C1=CC=CC=C1)OC(=O)N1CCN(CC1)C1=NC=CC=C1[N+](=O)[O-] (1-[Benzyloxycarbonyl]-4-[3-nitro-2-pyridinyl]piperazine). As a reaction SMILES: [N+:1]([C:4]1[C:5]([N:10]2[CH2:15][CH2:14][NH:13][CH2:12][CH2:11]2)=[N:6][CH:7]=[CH:8][CH:9]=1)([O-:3])=[O:2].N1C=CC=CC=1.[CH2:22]([O:29][C:30](Cl)=[O:31])[C:23]1[CH:28]=[CH:27][CH:26]=[CH:25][CH:24]=1.C(=O)(O)[O-].[Na+]>C(Cl)Cl>[CH2:22]([O:29][C:30]([N:13]1[CH2:12][CH2:11][N:10]([C:5]2[C:4]([N+:1]([O-:3])=[O:2])=[CH:9][CH:8]=[CH:7][N:6]=2)[CH2:15][CH2:14]1)=[O:31])[C:23]1[CH:28]=[CH:27][CH:26]=[CH:25][CH:24]=1 |f:3.4|. Reported procedure: 1-(3-Nitro-2-pyridinyl)piperazine is dissolved in 175 ml of methylene chloride and cooled to 0°. Then pyridine is added followed by benzylchloroformate (16.5 ml). The reaction is stirred 1.5 hr, then poured into saturated aqueous sodium bicarbonate and extracted with chloroform, dried over anhydrous sodium sulfate and concentrated in vacuo to afford the title compound, NMR (300 MHz, CDCl3) 8.34, 8.15, 7.38-7.32, 6.81, 5.17, 3.65 and 3.45 δ. The reactants are CNCCNC (N,N′-dimethylethylenediamine), C([O-])([O-])=O.[K+].[K+] (potassium carbonate), C(C1=CC=CC=C1)(C1=CC=CC=C1)Br (benzhydryl bromide). Solvent: CN(C)C=O (DMF). The product is C(C1=CC=CC=C1)(C1=CC=CC=C1)N(CCNC)C (N1-benzhydryl-N1,N2-dimethyl-ethan-1,2-diamine). RXN SMILES: [CH3:1][NH:2][CH2:3][CH2:4][NH:5][CH3:6].C(=O)([O-])[O-].[K+].[K+].[CH:13](Br)([C:20]1[CH:25]=[CH:24][CH:23]=[CH:22][CH:21]=1)[C:14]1[CH:19]=[CH:18][CH:17]=[CH:16][CH:15]=1>CN(C=O)C>[CH:13]([N:2]([CH3:1])[CH2:3][CH2:4][NH:5][CH3:6])([C:20]1[CH:25]=[CH:24][CH:23]=[CH:22][CH:21]=1)[C:14]1[CH:19]=[CH:18][CH:17]=[CH:16][CH:15]=1 |f:1.2.3|. Procedure: 15.1 g (171 mmol) N,N′-dimethylethylenediamine, 35 g (255 mmol) potassium carbonate are placed in 250 ml DMF and 30.9 g (125 mmol) benzhydryl bromide are added dropwise at RT. The mixture is concentrated under vacuum. The residue is taken up in chloroform and washed with water. The organic phase is dried over sodium sulfate and the solvent is removed under vacuum. The purification occurs by chromatography on silica gel with chloroform: Yield 14.5 g (45%). Starting materials: COC=C(C(=O)OC)c1ccccc1CBr, O=C(Cl)c1ccccc1, COCCOC, O, [Zn]. Product: COC=C(C(=O)OC)c1ccccc1CC(=O)c1ccccc1. As a reaction SMILES: [Br:1][CH2:2][c:3]1[c:4]([C:9]([C:10](=[O:11])[O:12][CH3:13])=[CH:14][O:15][CH3:16])[cH:5][cH:6][cH:7][cH:8]1.[C:17]([c:18]1[cH:19][cH:20][cH:21][cH:22][cH:23]1)(=[O:24])[Cl:25].[CH2:27]([CH2:28][O:29][CH3:30])[O:31][CH3:32].[OH2:26].[Zn:33]>>[CH2:2]([c:3]1[c:4]([C:9]([C:10](=[O:11])[O:12][CH3:13])=[CH:14][O:15][CH3:16])[cH:5][cH:6][cH:7][cH:8]1)[C:17]([c:18]1[cH:19][cH:20][cH:21][cH:22][cH:23]1)=[O:24]. The reactants are C=CCBr, C1CCOC1, CCCC[N+](CCCC)(CCCC)CCCC, COC(=O)c1cc(NC(=O)OCc2ccccc2)cc(-c2ncco2)c1, [H-], [I-], [Na+]. The product is C=CCN(C(=O)OCc1ccccc1)c1cc(C(=O)OC)cc(-c2ncco2)c1. RXN SMILES: [CH2:29]([CH:30]=[CH2:31])[Br:32].[CH2:33]1[O:34][CH2:35][CH2:36][CH2:37]1.[CH2:39]([N+:40]([CH2:41][CH2:42][CH2:43][CH3:44])([CH2:45][CH2:46][CH2:47][CH3:48])[CH2:49][CH2:50][CH2:51][CH3:52])[CH2:53][CH2:54][CH3:55].[CH3:1][O:2][C:3]([c:4]1[cH:5][c:6]([NH:15][C:16](=[O:17])[O:18][CH2:19][c:20]2[cH:21][cH:22][cH:23][cH:24][cH:25]2)[cH:7][c:8](-[c:10]2[o:11][cH:12][cH:13][n:14]2)[cH:9]1)=[O:26].[H-:28].[I-:38].[Na+:27]>>[CH3:1][O:2][C:3]([c:4]1[cH:5][c:6]([N:15]([C:16](=[O:17])[O:18][CH2:19][c:20]2[cH:21][cH:22][cH:23][cH:24][cH:25]2)[CH2:31][CH:30]=[CH2:29])[cH:7][c:8](-[c:10]2[o:11][cH:12][cH:13][n:14]2)[cH:9]1)=[O:26]. Reactants: ClCc1ccccn1, CC(=O)N(C)C(C)COc1cccc2ncnc(Nc3ccc(O)c(C)c3)c12. The product is CC(=O)N(C)C(C)COc1cccc2ncnc(Nc3ccc(OCc4ccccn4)c(C)c3)c12. Reaction SMILES: [Cl:1][CH2:2][c:3]1[n:4][cH:5][cH:6][cH:7][cH:8]1.[OH:9][c:10]1[c:11]([CH3:36])[cH:12][c:13]([NH:16][c:17]2[n:18][cH:19][n:20][c:21]3[cH:22][cH:23][cH:24][c:25]([O:27][CH2:28][CH:29]([CH3:30])[N:31]([C:32]([CH3:33])=[O:34])[CH3:35])[c:26]23)[cH:14][cH:15]1>>[CH2:2]([c:3]1[n:4][cH:5][cH:6][cH:7][cH:8]1)[O:9][c:10]1[c:11]([CH3:36])[cH:12][c:13]([NH:16][c:17]2[n:18][cH:19][n:20][c:21]3[cH:22][cH:23][cH:24][c:25]([O:27][CH2:28][CH:29]([CH3:30])[N:31]([C:32]([CH3:33])=[O:34])[CH3:35])[c:26]23)[cH:14][cH:15]1.